From a dataset of the Open Reaction Database (ORD), a public repository of structured organic reaction records. describe an organic reaction: reactants, conditions, products, and yield The reactants are O1N=C(C=2C1=CN=CC2)O (isoxazolo[5,4-c]pyridin-3-ol), C(C1=CC=CC=C1)Br (benzyl bromide), CC(=O)C (acetone). The solvent is CN1CCCC1=O (NMP). Reaction conditions: time 24 hour. Yields the product [Br-].C(C1=CC=CC=C1)[N+]=1C=C2C(=CC1)C(=NO2)O (6-benzyl-3-hydroxy-isoxazolo[5,4-c]pyridin-6-ium bromide). The yield is 83.5%. Reaction SMILES: [O:1]1[C:5]2=[CH:6][N:7]=[CH:8][CH:9]=[C:4]2[C:3]([OH:10])=[N:2]1.[CH2:11]([Br:18])[C:12]1[CH:17]=[CH:16][CH:15]=[CH:14][CH:13]=1.CC(C)=O>CN1C(=O)CCC1>[Br-:18].[CH2:11]([N+:7]1[CH:6]=[C:5]2[O:1][N:2]=[C:3]([OH:10])[C:4]2=[CH:9][CH:8]=1)[C:12]1[CH:17]=[CH:16][CH:15]=[CH:14][CH:13]=1 |f:4.5|. Reported procedure: To a stirred solution of isoxazolo[5,4-c]pyridin-3-ol (50.0 g, 367 mmol) in NMP (100 ml) was added benzyl bromide (75.4 g, 441 mmol) dropwise rapidly. The thick solution was stirred for 24 h. The mixture was then added slowly to acetone (1.5 L) with stirring, and the solution was seeded. Stirring was continued at room temperature for 30 min, and then for a further 1 h in an ice/water bath. The mixture was filtered, the residue was washed with acetone and then dried under vacuum to give 6-benzyl-... Reactants: CC1=C(C=CC=C1C)C=1C=C(C=NC1)NC(C1=CC=CC=C1)=O (N-[5-(2,3-dimethylphenyl)pyridin-3-yl]benzamide). Solvent: C(C)O (ethanol). Yields the product CC1=C(C=CC=C1C)C1CC(CNC1)NC(=O)C1=CC=CC=C1 (N-[5-(2,3-Dimethylphenyl)piperidin-3-yl]benzenecarboxamide). Reaction SMILES: [CH3:1][C:2]1[C:7]([CH3:8])=[CH:6][CH:5]=[CH:4][C:3]=1[C:9]1[CH:10]=[C:11]([NH:15][C:16](=[O:23])[C:17]2[CH:22]=[CH:21][CH:20]=[CH:19][CH:18]=2)[CH:12]=[N:13][CH:14]=1>C(O)C>[CH3:1][C:2]1[C:7]([CH3:8])=[CH:6][CH:5]=[CH:4][C:3]=1[CH:9]1[CH2:14][NH:13][CH2:12][CH:11]([NH:15][C:16]([C:17]2[CH:22]=[CH:21][CH:20]=[CH:19][CH:18]=2)=[O:23])[CH2:10]1. Procedure details: A solution of 550 mg (1.82 mmol) of N-[5-(2,3-dimethylphenyl)pyridin-3-yl]benzamide in 150 ml of ethanol was reacted according to General Method 5A. The solution was concentrated under reduced pressure. The product was purified by preparative HPLC (Reprosil C18, water/acetonitrile gradient). Yield: 760 mg (77% of theory, purity 57%)